Dataset: the Open Reaction Database (ORD), a public repository of structured organic reaction records. Task: describe an organic reaction: reactants, conditions, products, and yield Starting materials: FC=1C=NC=C(C(=NO)Cl)C1 (5-Fluoro-N-hydroxynicotinimidoyl chloride), ClC1=C(C=CC=C1)C#C (1-chloro-2-ethynylbenzene), N (NH3). Product: ClC1=C(C=CC=C1)C1=CC(=NO1)C=1C=NC=C(C1)F (5-(2-Chlorophenyl)-3-(5-fluoropyridin-3-yl)isoxazole). Reaction SMILES: [F:1][C:2]1[CH:3]=[N:4][CH:5]=[C:6]([CH:11]=1)[C:7](Cl)=[N:8][OH:9].[Cl:12][C:13]1[CH:18]=[CH:17][CH:16]=[CH:15][C:14]=1[C:19]#[CH:20].N>>[Cl:12][C:13]1[CH:18]=[CH:17][CH:16]=[CH:15][C:14]=1[C:19]1[O:9][N:8]=[C:7]([C:6]2[CH:5]=[N:4][CH:3]=[C:2]([F:1])[CH:11]=2)[CH:20]=1. Procedure: The titled compound was prepared according to Method CB using the product of Example 28B (88 mg, 0.5 mmol) and 1-chloro-2-ethynylbenzene (Apollo, 68 mg, 0.5 mmol). 1H NMR (300 MHz, MeOH-d4) δ 7.48-7.54 (m, 2H), 7.56 (s, 1H), 7.59-7.68 (m, 1H), 7.97 (dd, J=5.9, 3.9 Hz, 1H), 8.21 (ddd, J=9.2, 2.7, 1.7 Hz, 1H), 8.61 (d, J=2.7 Hz, 1H), 9.00 (t, J=1.5 Hz, 1H) ppm; MS (DCI/NH3) m/z 277 (M+H)+, 275 (M+H)+. The reactants are CC(C)CCO, CCOC(C)=O, N#Cc1ccc(Cl)nc1, [Na+], [Na+], O=C([O-])[O-], O, OCC1CC2CNCCN2C1. Yields the product N#Cc1ccc(N2CCN3CC(CO)CC3C2)nc1. RXN SMILES: [CH2:27]([OH:28])[CH2:29][CH:30]([CH3:31])[CH3:32].[CH3:33][CH2:34][O:35][C:36](=[O:37])[CH3:38].[Cl:12][c:13]1[n:14][cH:15][c:16]([C:19]#[N:20])[cH:17][cH:18]1.[Na+:21].[Na+:22].[O-:23][C:24](=[O:25])[O-:26].[OH2:39].[OH:1][CH2:2][CH:3]1[CH2:4][CH:5]2[N:6]([CH2:7][CH2:8][NH:9][CH2:10]2)[CH2:11]1>>[OH:1][CH2:2][CH:3]1[CH2:4][CH:5]2[N:6]([CH2:7][CH2:8][N:9]([c:13]3[n:14][cH:15][c:16]([C:19]#[N:20])[cH:17][cH:18]3)[CH2:10]2)[CH2:11]1. The reactants are C(C)(=O)O[BH-](OC(C)=O)OC(C)=O.[Na+] (sodium triacetoxyborohydride), NC1=CC=C(C=C1)[C@H]1[C@@H](C1)C(=O)O (racemic-(trans)-2-(4-aminophenyl)cyclopropanecarboxylic acid), ClC(C)Cl (dichloroethane), FC(C1=CC=C(C=C1)C=1C=C(OC1)C=O)(F)F (4-[4-(trifluoromethyl)phenyl]-2-furancarbaldehyde). Reaction conditions: time 7 hour. Yields the product FC(C1=CC=C(C=C1)C=1C=C(OC1)CNC1=CC=C(C=C1)[C@H]1[C@@H](C1)C(=O)O)(F)F (Racemic-(trans)-2-{4-[({4-[4-(trifluoromethyl)phenyl]-2-furanyl}methyl)amino]phenyl}cyclopropanecarboxylic Acid). The yield is 111.0%. As a reaction SMILES: [NH2:1][C:2]1[CH:7]=[CH:6][C:5]([C@@H:8]2[CH2:10][C@H:9]2[C:11]([OH:13])=[O:12])=[CH:4][CH:3]=1.ClC(Cl)C.[F:18][C:19]([F:34])([F:33])[C:20]1[CH:25]=[CH:24][C:23]([C:26]2[CH:27]=[C:28]([CH:31]=O)[O:29][CH:30]=2)=[CH:22][CH:21]=1.C(O[BH-](OC(=O)C)OC(=O)C)(=O)C.[Na+]>>[F:34][C:19]([F:18])([F:33])[C:20]1[CH:21]=[CH:22][C:23]([C:26]2[CH:27]=[C:28]([CH2:31][NH:1][C:2]3[CH:3]=[CH:4][C:5]([C@@H:8]4[CH2:10][C@H:9]4[C:11]([OH:13])=[O:12])=[CH:6][CH:7]=3)[O:29][CH:30]=2)=[CH:24][CH:25]=1 |f:3.4|. Procedure: A mixture of racemic-(trans)-2-(4-aminophenyl)cyclopropanecarboxylic acid (I-1) (0.060 g, 0.339 mmols) and dichloroethane was heated slightly and allowed to cool before addition of 4-[4-(trifluoromethyl)phenyl]-2-furancarbaldehyde (0.075 g, 0.312 mmols). The mixture was stirred for 7 h, followed by addition of sodium triacetoxyborohydride (0.104 g, 0.491 mmols). After 12 h, the mixture was partitioned between water and CH2Cl2 (10 mL each). The aqueous phase was extracted with CH2Cl2 (1×10 mL). T... Reactants: CC([O-])C.[Li+] (lithium isopropoxide), CC([O-])C.C[Al+]C (dimethylaluminum isopropoxide). The solvent is C(C)OCC (diethyl ether). Product: CC([O-])C.C[Al+]C.[Li+].CC([O-])C (Lithium Dimethylaluminum Isopropoxide). The yield is 92.0%. RXN SMILES: [CH3:1][CH:2]([CH3:4])[O-:3].[Li+:5].[CH3:6][CH:7]([CH3:9])[O-:8].[CH3:10][Al+:11][CH3:12]>C(OCC)C>[CH3:1][CH:2]([CH3:4])[O-:3].[CH3:10][Al+:11][CH3:12].[Li+:5].[CH3:6][CH:7]([CH3:9])[O-:8] |f:0.1,2.3,5.6.7.8|. Procedure details: 3.55 g (53.8 mmol) of lithium isopropoxide was added to 6.25 g (53.8 mmol) of dimethylaluminum isopropoxide dissolved in diethyl ether and stirred for a day. The resulting mixture was distilled under a reduced pressure to remove the solvent and the resulting solid residue was sublimed under a vacuum at 110° C. to obtain 8.98 g (49.3 mmol; 92% yield) of the title compound in the form of a white solid. The reactants are COC(CBr)OC, Nc1ncccc1Cc1ccccc1, N, O=S(=O)(O)O. The product is BrCC1Nc2ncccc2Cc2ccccc21. As a reaction SMILES: [CH3:15][O:16][CH:17]([CH2:18][Br:19])[O:20][CH3:21].[NH2:1][c:2]1[n:3][cH:4][cH:5][cH:6][c:7]1[CH2:8][c:9]1[cH:10][cH:11][cH:12][cH:13][cH:14]1.[NH3:22].[S:23](=[O:24])(=[O:25])([OH:26])[OH:27]>>[NH:1]1[c:2]2[n:3][cH:4][cH:5][cH:6][c:7]2[CH2:8][c:9]2[c:10]([cH:11][cH:12][cH:13][cH:14]2)[CH:17]1[CH2:18][Br:19]. Reactants: NC1=NN(C=2N=C3N(C(C21)=O)CCS3)C (3-Amino-6,7-dihydro-1-methylpyrazolo[3,4-d]thiazolo[3,2-a]pyrimidin-4(1H)-one), C(C1=CC=CC=C1)(=O)Cl (benzoyl chloride). Run in N1=CC=CC=C1 (pyridine). Run at temperature 50 celsius, time 30 minute. Yields the product C(C1=CC=CC=C1)(=O)NC1=NN(C=2N=C3N(C(C21)=O)CCS3)C (3-Benzoylamino-6,7-dihydro-1-methylpyrazolo[3,4-d]thiazolo[3,2-a]pyrimidin-4(1H)-one). Isolated yield 88.2%. RXN SMILES: [NH2:1][C:2]1[C:10]2[C:9](=[O:11])[N:8]3[CH2:12][CH2:13][S:14][C:7]3=[N:6][C:5]=2[N:4]([CH3:15])[N:3]=1.[C:16](Cl)(=[O:23])[C:17]1[CH:22]=[CH:21][CH:20]=[CH:19][CH:18]=1>N1C=CC=CC=1>[C:16]([NH:1][C:2]1[C:10]2[C:9](=[O:11])[N:8]3[CH2:12][CH2:13][S:14][C:7]3=[N:6][C:5]=2[N:4]([CH3:15])[N:3]=1)(=[O:23])[C:17]1[CH:22]=[CH:21][CH:20]=[CH:19][CH:18]=1. Reported procedure: In 14 ml of pyridine was dissolved 1.40 g (6.27 mmol) of Compound 13 prepared in Example 10, and 0.80 ml (6.9 mmol) of benzoyl chloride was added to the solution, followed by stirring at 50° C. for 30 minutes. After evaporation of the solvent, the residue was subjected to partition between chloroform and water. The chloroform layer was washed with a dilute aqueous solution of hydrochloric acid and water, and concentrated to dryness under reduced pressure. The residue was recrystallized from chlo... The reactants are Br[C@@H](C(=O)O)CC(C)C (2(R)-Bromo-4-metylpentanoic acid), C(C1=CC=CC=C1)O (benzyl alcohol), C(CCl)Cl (EDC). The reagents and catalysts are CN(C1=CC=NC=C1)C (4-dimethylaminopyridine). Solvent: C(Cl)Cl (CH2Cl2). Yields the product Br[C@@H](C(=O)OCC1=CC=CC=C1)CC(C)C (Benzyl 2(R)-bromo-4-metylpentanoate). Isolated yield 76.9%. Reaction SMILES: [Br:1][C@H:2]([CH2:6][CH:7]([CH3:9])[CH3:8])[C:3]([OH:5])=[O:4].[CH2:10](O)[C:11]1[CH:16]=[CH:15][CH:14]=[CH:13][CH:12]=1.C(Cl)CCl>CN(C)C1C=CN=CC=1.C(Cl)Cl>[Br:1][C@H:2]([CH2:6][CH:7]([CH3:9])[CH3:8])[C:3]([O:5][CH2:10][C:11]1[CH:16]=[CH:15][CH:14]=[CH:13][CH:12]=1)=[O:4]. Reported procedure: 2(R)-Bromo-4-metylpentanoic acid (28.5 g, 146 mmol), benzyl alcohol (18.1 ml, 175 mmol) and 4-dimethylaminopyridine (1.90 g, 14.6 mmol) were dissolved in CH2Cl2 (140 ml), and added with EDC (35.6 g, 175 mmol) under ice-cooling and stirring The mixture was stirred under ice-cooling for 1 hour and further at room temperature overnight and washed for separation with water, a saturated aqueous solution of NaHCO3 and then a saturated aqueous solution of NaCl two times respectively. The organic layer ... Reactants: 244, C(C=1C(O)=CC=CC1)=O (salicylaldehyde), C(CO)O (ethyleneglycol), P(O)(O)(O)=O (phosphoric acid). The reagents and catalysts are [Cl-].[Zn+2].[Cl-] (zinc chloride). The solvent is C1=CC=CC=C1 (benzene). The product is O1C(OCC1)C1=C(C=CC=C1)O (ortho-(1,3-dioxolan-2-yl)-phenol). RXN SMILES: [CH:1](=[O:9])[C:2]1[C:3](=[CH:5][CH:6]=[CH:7][CH:8]=1)[OH:4].[CH2:10](O)[CH2:11][OH:12].P(=O)(O)(O)O>[Cl-].[Zn+2].[Cl-].C1C=CC=CC=1>[O:9]1[CH2:10][CH2:11][O:12][CH:1]1[C:2]1[CH:8]=[CH:7][CH:6]=[CH:5][C:3]=1[OH:4] |f:3.4.5|. Reported procedure: A mixture of 244 parts of salicylaldehyde, 125 parts of ethyleneglycol, 1 part of zinc chloride, 1 part by volume of concentrated phosphoric acid and 500 parts by volume of benzene was boiled in a circulating distillation apparatus until water was no longer being eliminated. The solution of the product was filtered and evaporated. The residue was distilled under a high vacuum. The product boiled at 88° to 91°C under 0.04 mm Hg pressure and melted at 67° to 70°C.